Task: describe an organic reaction: reactants, conditions, products, and yield. Dataset: the Open Reaction Database (ORD), a public repository of structured organic reaction records Reactants: C=Cc1ccccc1, O=C(Cl)c1ccc(Cl)cc1, Cl[Pd]Cl. Yields the product Clc1ccc(C=Cc2ccccc2)cc1. Reaction SMILES: [CH2:11]=[CH:12][c:13]1[cH:14][cH:15][cH:16][cH:17][cH:18]1.[Cl:1][C:2](=[O:3])[c:4]1[cH:5][cH:6][c:7]([Cl:8])[cH:9][cH:10]1.[Pd:19]([Cl:20])[Cl:21]>>[CH:2]([c:4]1[cH:5][cH:6][c:7]([Cl:8])[cH:9][cH:10]1)=[CH:12][c:13]1[cH:14][cH:15][cH:16][cH:17][cH:18]1. The reactants are FC1=C(CBr)C(=CC=C1)F (2,6-difluorobenzyl bromide), NC1=NC=CC=C1O (2-amino-3hydroxypyridine), O (water). Reagents/catalysts: CCCCCCCC[N+](C)(CCCCCCCC)CCCCCCCC.[Cl-] (Adogen 464). Solvent: [OH-].[Na+] (sodium hydroxide), ClCCl (dichloromethane). Run at time 16 hour. Product: NC1=NC=CC=C1OCC1=C(C=CC=C1F)F (2-Amino-3-(2,6-difluorobenzyloxy)pyridine). The yield is 71.2%. Reaction SMILES: [F:1][C:2]1[CH:9]=[CH:8][CH:7]=[C:6]([F:10])[C:3]=1[CH2:4]Br.[NH2:11][C:12]1[C:17]([OH:18])=[CH:16][CH:15]=[CH:14][N:13]=1.O>[OH-].[Na+].ClCCl.CCCCCCCC[N+](CCCCCCCC)(CCCCCCCC)C.[Cl-]>[NH2:11][C:12]1[C:17]([O:18][CH2:4][C:3]2[C:2]([F:1])=[CH:9][CH:8]=[CH:7][C:6]=2[F:10])=[CH:16][CH:15]=[CH:14][N:13]=1 |f:3.4,6.7|. Procedure: A mixture of 2,6-difluorobenzyl bromide (25 g, 0.121 mol) and 2-amino-3hydroxypyridine (12.1 g, 0.11 mol) in 40% aqueous sodium hydroxide solution (200 ml) and dichloromethane (200 ml) was treated with Adogen 464 (5 ml) and stirred vigorously at room temperature for 16 hours. A further 200 ml of water was added and the product extracted into dichloromethane, dried, and the solvent evaporated to yield a solid (18.5 g, 65%), m.p. 124°-128° C. Starting materials: COC(=O)C1=CC=CC2=C1N=CN2 (Benzimidazole-7-Carboxylic Acid Methyl Ester), O.NN (hydrazine monohydrate), O (water). Solvent: CCO (EtOH). Yields the product N1=CNC2=C1C(=CC=C2)C(=O)NN (Benzimidazole-7-Carboxylic Acid Hydrazide). Reaction SMILES: C[O:2][C:3]([C:5]1[C:10]2[N:11]=[CH:12][NH:13][C:9]=2[CH:8]=[CH:7][CH:6]=1)=O.O.[NH2:15][NH2:16].O>CCO>[N:11]1[C:10]2[C:5]([C:3]([NH:15][NH2:16])=[O:2])=[CH:6][CH:7]=[CH:8][C:9]=2[NH:13][CH:12]=1 |f:1.2|. Procedure details: Benzimidazole ester 3 (1.65 g, 9.36 mmol), hydrazine monohydrate (10 mL), and water (3 mL) were refluxed in EtOH (60 mL) for 24 hs. Reaction mixture was cooled to room temperature and solid formed was filtered, washed with EtOH and dried to give 1.13 g (68%) of pure 4: 1H NMR (DMSO-d6) δ 12.31 (br.s, 1H), 10.59 (s, 1H), 8.44 (s, 1H), 7.86 (d, 1H, J=6.5 Hz), 7.76 (d, 1H, J=8.0 Hz), 7.34 (t, 1H, J=8.0 Hz), 4.68 (s, 2H). Starting materials: BrC=1C=C(C=CC1)C1=CC(=CC(=N1)C)C=1C=NC(=CC1)C(F)(F)F (6′-(3-bromo-phenyl)-2′-methyl-6-trifluoromethyl-[3,4′]bipyridinyl), NC1=NC=C(C=C1)B1OC(C(O1)(C)C)(C)C (2-amino-5-(4,4,5,5-tetramethyl-1,3,2-dioxaborolan-2-yl)pyridine). The product is CC1=CC(=CC(=N1)C=1C=C(C=CC1)C=1C=CC(=NC1)N)C=1C=NC(=CC1)C(F)(F)F (5-[3-(6′-Methyl-6-trifluoromethyl-[3,4′]bipyridinyl-2′-yl)-phenyl]-pyridin-2-ylamine), solid. Isolated yield 31.0%. As a reaction SMILES: Br[C:2]1[CH:3]=[C:4]([C:8]2[N:13]=[C:12]([CH3:14])[CH:11]=[C:10]([C:15]3[CH:16]=[N:17][C:18]([C:21]([F:24])([F:23])[F:22])=[CH:19][CH:20]=3)[CH:9]=2)[CH:5]=[CH:6][CH:7]=1.[NH2:25][C:26]1[CH:31]=[CH:30][C:29](B2OC(C)(C)C(C)(C)O2)=[CH:28][N:27]=1>>[CH3:14][C:12]1[N:13]=[C:8]([C:4]2[CH:3]=[C:2]([C:29]3[CH:30]=[CH:31][C:26]([NH2:25])=[N:27][CH:28]=3)[CH:7]=[CH:6][CH:5]=2)[CH:9]=[C:10]([C:15]2[CH:16]=[N:17][C:18]([C:21]([F:24])([F:23])[F:22])=[CH:19][CH:20]=2)[CH:11]=1. Reported procedure: The title compound was prepared from 6′-(3-bromo-phenyl)-2′-methyl-6-trifluoromethyl-[3,4′]bipyridinyl (example B.12) (0.098 g, 0.25 mmol) and commercially available 2-amino-5-(4,4,5,5-tetramethyl-1,3,2-dioxaborolan-2-yl)pyridine (0.61 g, 0.275 mmol) according to the general procedure III. Obtained as an off-white solid (0.031 g, 31%). MS (ISP) 407.3 [(M+H)+]; mp 124-125° C.